This data is from the Open Reaction Database (ORD), a public repository of structured organic reaction records. The task is: describe an organic reaction: reactants, conditions, products, and yield Starting materials: COC=1C=C2C(=CC=NC2=CC1OC)OC1=C(C(=C(N)C=C1)C)C (4-[(6,7-Dimethoxy-4-quinolyl)oxy]-2,3-dimethylaniline), ClC(Cl)(OC(OC(Cl)(Cl)Cl)=O)Cl (triphosgene), C([O-])(O)=O.[Na+] (sodium bicarbonate), C(C)N(CCC(CCC)O)CC (1-(diethylamino)-3-hexanol). The solvent is C(C)N(CC)CC (triethylamine), C1(=CC=CC=C1)C (toluene), C(Cl)Cl (methylene chloride). The product is COC=1C=C2C(=CC=NC2=CC1OC)OC1=C(C(=C(C=C1)NC(OC(CCC)CCN(CC)CC)=O)C)C (1-[2-(Diethylamino)ethyl]butyl N-{4-[(6,7-dimethoxy-4-quinolyl)oxy]-2,3-dimethylphenyl}carbamate). The yield is 37.2%. RXN SMILES: [CH3:1][O:2][C:3]1[CH:4]=[C:5]2[C:10](=[CH:11][C:12]=1[O:13][CH3:14])[N:9]=[CH:8][CH:7]=[C:6]2[O:15][C:16]1[CH:22]=[CH:21][C:19]([NH2:20])=[C:18]([CH3:23])[C:17]=1[CH3:24].Cl[C:26](Cl)([O:28]C(=O)OC(Cl)(Cl)Cl)Cl.[CH2:37]([N:39]([CH2:47][CH3:48])[CH2:40][CH2:41][CH:42]([OH:46])[CH2:43][CH2:44][CH3:45])[CH3:38].C(=O)(O)[O-].[Na+]>C(Cl)Cl.C(N(CC)CC)C.C1(C)C=CC=CC=1>[CH3:1][O:2][C:3]1[CH:4]=[C:5]2[C:10](=[CH:11][C:12]=1[O:13][CH3:14])[N:9]=[CH:8][CH:7]=[C:6]2[O:15][C:16]1[CH:22]=[CH:21][C:19]([NH:20][C:26](=[O:28])[O:46][CH:42]([CH2:41][CH2:40][N:39]([CH2:37][CH3:38])[CH2:47][CH3:48])[CH2:43][CH2:44][CH3:45])=[C:18]([CH3:23])[C:17]=1[CH3:24] |f:3.4|. Reported procedure: 4-[(6,7-Dimethoxy-4-quinolyl)oxy]-2,3-dimethylaniline (50 mg) was added to toluene (5 ml), and triethylamine (0.5 ml), and the mixture was heated under reflux to prepare a solution. A solution of triphosgene (68 mg) in methylene chloride was then added thereto, and the mixture was heated under reflux for 10 min. Next, 1-(diethylamino)-3-hexanol (40 mg) was added thereto, and the mixture was further stirred with heating under reflux for 3 hr. A saturated aqueous sodium bicarbonate solution was ad...